This data is from the Open Reaction Database (ORD), a public repository of structured organic reaction records. The task is: describe an organic reaction: reactants, conditions, products, and yield Starting materials: CCOC(C)=O, O=C([O-])[O-], C1CCCCC1, COC(=O)CS, CS(C)=O, O=C(O)CSC(CO)c1ccc(-c2ccccc2F)cc1, [K+], [K+]. Product: COC(=O)CSC(CO)c1ccc(-c2ccccc2F)cc1. As a reaction SMILES: [C:34]([O:35][CH2:36][CH3:37])(=[O:38])[CH3:39].[C:7](=[O:8])([O-:9])[O-:10].[CH2:40]1[CH2:41][CH2:42][CH2:43][CH2:44][CH2:45]1.[CH3:1][O:2][C:3]([CH2:4][SH:5])=[O:6].[CH3:46][S:47](=[O:48])[CH3:49].[F:13][c:14]1[c:15](-[c:20]2[cH:21][cH:22][c:23]([CH:26]([CH2:27][OH:28])[S:29][CH2:30][C:31]([OH:32])=[O:33])[cH:24][cH:25]2)[cH:16][cH:17][cH:18][cH:19]1.[K+:11].[K+:12]>>[CH3:1][O:2][C:3]([CH2:4][S:5][CH:26]([c:23]1[cH:22][cH:21][c:20](-[c:15]2[c:14]([F:13])[cH:19][cH:18][cH:17][cH:16]2)[cH:25][cH:24]1)[CH2:27][OH:28])=[O:6]. The reactants are hydrochloride salt, N1C=CC2=CC=C(C=C12)C(CC(=O)NC)C1=CC=C(C=C1)OC (3-(1H-indol-6-yl)-3-(4-methoxy-phenyl)-N-methyl-propionamide), N1C=CC2=CC=CC(=C12)C(CCNC)C1=CC=CC=C1 ([3-(1H-Indol-7-yl)-3-phenyl-propyl]-methyl-amine). Yields the product N1C=CC2=CC=C(C=C12)C(CCNC)C1=CC=C(C=C1)OC ([3-(1H-Indol-6-yl)-3-(4-methoxy-phenyl)-propyl]-methyl-amine). RXN SMILES: [NH:1]1[C:9]2[C:4](=[CH:5][CH:6]=[C:7]([CH:10]([C:16]3[CH:21]=[CH:20][C:19]([O:22][CH3:23])=[CH:18][CH:17]=3)[CH2:11][C:12]([NH:14][CH3:15])=O)[CH:8]=2)[CH:3]=[CH:2]1.N1C2C(=CC=CC=2C(C2C=CC=CC=2)CCNC)C=C1>>[NH:1]1[C:9]2[C:4](=[CH:5][CH:6]=[C:7]([CH:10]([C:16]3[CH:17]=[CH:18][C:19]([O:22][CH3:23])=[CH:20][CH:21]=3)[CH2:11][CH2:12][NH:14][CH3:15])[CH:8]=2)[CH:3]=[CH:2]1. Procedure: [3-(1H-Indol-6-yl)-3-(4-methoxy-phenyl)-propyl]-methyl-amine XXXVI was prepared as a hydrochloride salt (220 mg, 61%) from 3-(1H-indol-6-yl)-3-(4-methoxy-phenyl)-N-methyl-propionamide using the procedure described above for preparation of [3-(1H-indol-7-yl)-3-phenyl-propyl]-methyl-amine XX. MS (M+H)=295. Reactants: FC(C(=O)O)(F)F (Trifluoroacetic acid), COC(C1=C(C=C(C(=C1)C1=NC(=NC(=C1)SCCNC(CCCNC(=O)OC(C)(C)C)=O)N)C)OC)=O (5-{2-amino-6-[2-(4-tert-butoxycarbonylaminobutyrylamino)ethylsulfanyl]pyrimidin-4-yl}-2-methoxy-4-methylbenzoic acid methyl ester), ON1N=NC2=C1C=CC=C2 (N-Hydroxybenzotriazole), C(C)(C)N(CC)C(C)C (diisopropylethylamine), Cl.C(C)N=C=NCCCN(C)C (1-ethyl-3-(3′-dimethylaminopropyl)carbodiimide hydrochloride), Cl.C(C)(=O)OCC (hydrochloric acid ethyl acetate), [OH-].[Li+] (Lithium hydroxide). The solvent is ClCCl (dichloromethane). Reaction conditions: time 3.5 hour. Yields the product NC1=NC=2C3=C(C=C(C(C(NCCCC(NCCSC(=N1)C2)=O)=O)=C3)OC)C (4-amino-18-methoxy-20-methyl-7-thia-3,5,10,15-tetraazatricyclo[15.3.1.12,6]docosa-1(20),2(22),3,5,17(21),18-hexaene-11,16-dione). Yield: 12.5%. RXN SMILES: FC(F)(F)C(O)=O.C[O:9][C:10](=O)[C:11]1[CH:16]=[C:15]([C:17]2[CH:22]=[C:21]([S:23][CH2:24][CH2:25][NH:26][C:27](=[O:39])[CH2:28][CH2:29][CH2:30][NH:31]C(OC(C)(C)C)=O)[N:20]=[C:19]([NH2:40])[N:18]=2)[C:14]([CH3:41])=[CH:13][C:12]=1[O:42][CH3:43].[OH-].[Li+].Cl.C(OCC)(=O)C.ON1C2C=CC=CC=2N=N1.C(N(C(C)C)CC)(C)C.Cl.C(N=C=NCCCN(C)C)C>ClCCl>[NH2:40][C:19]1[N:20]=[C:21]2[CH:22]=[C:17]([C:15]3[CH:16]=[C:11]([C:10](=[O:9])[NH:31][CH2:30][CH2:29][CH2:28][C:27](=[O:39])[NH:26][CH2:25][CH2:24][S:23]2)[C:12]([O:42][CH3:43])=[CH:13][C:14]=3[CH3:41])[N:18]=1 |f:2.3,4.5,8.9|. Procedure details: Trifluoroacetic acid (0.5 ml) was added to a dichloromethane (2.0 ml) solution of 5-{2-amino-6-[2-(4-tert-butoxycarbonylaminobutyrylamino)ethylsulfanyl]pyrimidin-4-yl}-2-methoxy-4-methylbenzoic acid methyl ester (45 mg, 0.08 mmol) obtained in Step 2 above. The reaction solution was stirred for 3.5 hours while gradually warming from 0° C. to room temperature. The reaction solution was concentrated under reduced pressure, and then benzene (1.5 ml) was added to the resulting residue. The solution w... Yields the product CC(=O)SCCOCCOC(=O)C1=C(C)NC(C)=C([N+](=O)[O-])C1c1ccccc1OCc1ccccc1. RXN SMILES: [C:35]([CH3:36])(=[S:37])[O-:38].[CH3:1][C:2]1=[C:7]([N+:8](=[O:9])[O-:10])[CH:6]([c:11]2[c:12]([O:17][CH2:18][c:19]3[cH:20][cH:21][cH:22][cH:23][cH:24]3)[cH:13][cH:14][cH:15][cH:16]2)[C:5]([C:25](=[O:26])[O:27][CH2:28][CH2:29][O:30][CH2:31][CH2:32][Cl:33])=[C:4]([CH3:34])[NH:3]1.[CH3:40][N:41]([CH3:42])[CH:43]=[O:44].[K+:39]>>[CH3:1][C:2]1=[C:7]([N+:8](=[O:9])[O-:10])[CH:6]([c:11]2[c:12]([O:17][CH2:18][c:19]3[cH:20][cH:21][cH:22][cH:23][cH:24]3)[cH:13][cH:14][cH:15][cH:16]2)[C:5]([C:25](=[O:26])[O:27][CH2:28][CH2:29][O:30][CH2:31][CH2:32][S:37][C:35]([CH3:36])=[O:38])=[C:4]([CH3:34])[NH:3]1. The reactants are CC([O-])=S, CC1=C(C(=O)OCCOCCCl)C(c2ccccc2OCc2ccccc2)C([N+](=O)[O-])=C(C)N1, CN(C)C=O, [K+].